The task is: describe an organic reaction: reactants, conditions, products, and yield. This data is from the Open Reaction Database (ORD), a public repository of structured organic reaction records. Reactants: C(C)(C)(C)OC(=O)NC1CCC(CC1)CC(=O)O ((4-tert-butoxycarbonylamino-cyclohexyl)-acetic acid), CO (Methanol). Run in O1CCCC1 (tetrahydrofuran), O1CCCC1 (tetrahydrofuran). Conditions: temperature -5 celsius, time 20 minute. Product: C(C)(C)(C)OC(N[C@@H]1CC[C@H](CC1)CCO)=O ([trans-4-(2-hydroxy-ethyl)-cyclohexyl]-carbamic acid tert-butyl ester). Yield: 100.0%. Reaction SMILES: [C:1]([O:5][C:6]([NH:8][CH:9]1[CH2:14][CH2:13][CH:12]([CH2:15][C:16](O)=[O:17])[CH2:11][CH2:10]1)=[O:7])([CH3:4])([CH3:3])[CH3:2].CO>O1CCCC1>[C:1]([O:5][C:6](=[O:7])[NH:8][C@H:9]1[CH2:10][CH2:11][C@H:12]([CH2:15][CH2:16][OH:17])[CH2:13][CH2:14]1)([CH3:4])([CH3:2])[CH3:3]. Procedure: A solution of borane dimethyl sulphide complex in tetrahydrofuran (11.7 mL, 23.32 mmol, 3.0 eq) is added dropwise within 10 minutes at −5° C. to a stirred solution of (4-tert-butoxycarbonylamino-cyclohexyl)-acetic acid (2.0 g, 7.77 mmol, 1.0 eq) in tetrahydrofuran (50 mL). The reaction mixture is stirred at −5° C. for 20 minutes then at room temperature for 3 hours. Methanol (10 mL) is cautiously added to the reaction mixture that is then evaporated and repeatedly treated with methanol and conce... The yield is 67.1%. Run at temperature -10 celsius, time 1 hour. Procedure details: To a stirred suspension of magnesium turnings (2.6 g, 109 mmol) in anhydrous tetrahydrofuran under argon (10 mL), a solution of 1-bromo-3,5-difluoro-benzene (21 g, 109 mmol) in dry tetrahydrofuran (90 mL) was slowly added. The reaction mixture was stirred and heated at 90° C. until all magnesium was consumed (1 hour). Thereafter, the reaction was cooled at −10° C. and a solution of 2-fluoro-5-formyl-benzonitrile (13.5 g, 90.6 mmol) in 100 mL of anhydrous tetrahydrofuran was added during 30 min. ... The solvent is O1CCCC1 (tetrahydrofuran), O1CCCC1 (tetrahydrofuran), O1CCCC1 (tetrahydrofuran). Starting materials: BrC1=CC(=CC(=C1)F)F (1-bromo-3,5-difluoro-benzene), FC1=C(C#N)C=C(C=C1)C=O (2-fluoro-5-formyl-benzonitrile), [Mg] (magnesium), [Mg] (magnesium). RXN SMILES: [Mg].Br[C:3]1[CH:8]=[C:7]([F:9])[CH:6]=[C:5]([F:10])[CH:4]=1.[F:11][C:12]1[CH:19]=[CH:18][C:17]([CH:20]=[O:21])=[CH:16][C:13]=1[C:14]#[N:15]>O1CCCC1>[F:10][C:5]1[CH:4]=[C:3]([CH:20]([OH:21])[C:17]2[CH:18]=[CH:19][C:12]([F:11])=[C:13]([CH:16]=2)[C:14]#[N:15])[CH:8]=[C:7]([F:9])[CH:6]=1. Product: FC=1C=C(C=C(C1)F)C(C=1C=CC(=C(C#N)C1)F)O (5-[(3,5-Difluoro-phenyl)-hydroxy-methyl]-2-fluoro-benzonitrile).